describe an organic reaction: reactants, conditions, products, and yield From a dataset of the Open Reaction Database (ORD), a public repository of structured organic reaction records. Starting materials: COc1ccc(CC2COS(=O)N2C(C(=O)OC(C)(C)C)C(C)C)cc1, CC#N, ClCCl, [Na+], O=C([O-])O, O. Product: COc1ccc(CC2COS(=O)(=O)N2C(C(=O)OC(C)(C)C)C(C)C)cc1. RXN SMILES: [CH3:1][O:2][c:3]1[cH:4][cH:5][c:6]([CH2:7][CH:8]2[N:9]([CH:14]([C:15](=[O:16])[O:17][C:18]([CH3:19])([CH3:20])[CH3:21])[CH:22]([CH3:23])[CH3:24])[S:10](=[O:13])[O:11][CH2:12]2)[cH:25][cH:26]1.[CH3:36][C:37]#[N:38].[Cl:33][CH2:34][Cl:35].[Na+:32].[O-:28][C:29]([OH:30])=[O:31].[OH2:27]>>[CH3:1][O:2][c:3]1[cH:4][cH:5][c:6]([CH2:7][CH:8]2[N:9]([CH:14]([C:15](=[O:16])[O:17][C:18]([CH3:19])([CH3:20])[CH3:21])[CH:22]([CH3:23])[CH3:24])[S:10](=[O:13])(=[O:28])[O:11][CH2:12]2)[cH:25][cH:26]1. The reactants are C(C)(C)(C)OC(=O)N1C(CCCC1)CCOC1=C(C=CC=C1)CCC1=CC(=CC=C1)OC (1-t-butoxycarbonyl-2-(2-{2-[2-(3-methoxyphenyl)ethyl]phenoxy}ethyl)piperidine), [H-].[Al+3].[Li+].[H-].[H-].[H-] (lithium aluminum hydride). Solvent: O1CCCC1 (tetrahydrofuran). Yields the product COC=1C=C(C=CC1)CCC1=C(OCCC2N(CCCC2)C)C=CC=C1 (2-(2-{2-[2-(3-Methoxyphenyl)ethyl]phenoxy}ethyl)-1-methylpiperidine). Isolated yield 53.4%. As a reaction SMILES: C(O[C:6]([N:8]1[CH2:13][CH2:12][CH2:11][CH2:10][CH:9]1[CH2:14][CH2:15][O:16][C:17]1[CH:22]=[CH:21][CH:20]=[CH:19][C:18]=1[CH2:23][CH2:24][C:25]1[CH:30]=[CH:29][CH:28]=[C:27]([O:31][CH3:32])[CH:26]=1)=O)(C)(C)C.[H-].[Al+3].[Li+].[H-].[H-].[H-]>O1CCCC1>[CH3:32][O:31][C:27]1[CH:26]=[C:25]([CH2:24][CH2:23][C:18]2[CH:19]=[CH:20][CH:21]=[CH:22][C:17]=2[O:16][CH2:15][CH2:14][CH:9]2[CH2:10][CH2:11][CH2:12][CH2:13][N:8]2[CH3:6])[CH:30]=[CH:29][CH:28]=1 |f:1.2.3.4.5.6|. Reported procedure: Following a procedure similar to that described in Example 38, 1.70 g of 1-t-butoxycarbonyl-2-(2-{2-[2-(3-methoxyphenyl)ethyl]phenoxy}ethyl)piperidine [prepared as described in Example 47(a)] were reacted with a dispersion of 0.294 g of lithium aluminum hydride in 30 ml of tetrahydrofuran. The mixture was then worked up as described in Example 38, and the crude product thus obtained was purified by column chromatography through silica gel, using a 10:1 by volume mixture of methylene chloride and... The product is C(CCC)OCCOC1=CC=C(C=C1)C=1C=CC2=C(C=C(CCCCN2CC(C)C)C(=O)NC2=CC=C(C=C2)S(=O)CC2=CN=CN2CCC)C1 ((−)-9-[4-(2-butoxyethoxy)phenyl]-1-isobutyl-N-[4-[[[1-propylimidazol-5-yl]methyl]sulfinyl]phenyl]-2,3,4,5-tetrahydro-1H-1-benzoazonin-6-carboxamide). The solvent is O1CCCC1 (tetrahydrofuran), C(C)N(CC)CC (triethylamine), O1CCCC1 (tetrahydrofuran), O (water). Reactants: C(CC)N1C=NC=C1CS(=O)C1=CC=C(N)C=C1 ((−)-4-(((1-propylimidazol-5-yl)methyl)sulfinyl)aniline), C(CCC)OCCOC1=CC=C(C=C1)C=1C=CC2=C(C=C(CCCCN2CC(C)C)C(=O)O)C1 (9-(4-(2-butoxyethoxy)phenyl)-1-isobutyl-2,3,4,5-tetrahydro-1H-1-benzoazonin-6-carboxylic acid), CN(C)C=O (DMF), S(=O)(Cl)Cl (thionyl chloride). Conditions: time 30 minute. Procedure details: (−)-4-(((1-Propylimidazol-5-yl)methyl)sulfinyl)aniline di-p-toluoyl-D-tartarate monohydrate (932 mg) was dissolved in ethyl acetate (5 ml) and 1N hydrochloric acid (4.89 ml), followed by separation. To the aqueous layer was added an aqueous 25% potassium carbonate solution (4.89 ml), followed by extraction with 2-propanol-ethyl acetate (1:4) three times. The organic layers were combined and washed with saturated brine, dried with magnesium sulfate, and the solvent was distilled off under reduced... As a reaction SMILES: [CH2:1]([O:5][CH2:6][CH2:7][O:8][C:9]1[CH:14]=[CH:13][C:12]([C:15]2[CH:16]=[CH:17][C:18]3[N:26]([CH2:27][CH:28]([CH3:30])[CH3:29])[CH2:25][CH2:24][CH2:23][CH2:22][C:21]([C:31](O)=[O:32])=[CH:20][C:19]=3[CH:34]=2)=[CH:11][CH:10]=1)[CH2:2][CH2:3][CH3:4].CN(C=O)C.S(Cl)(Cl)=O.[CH2:44]([N:47]1[C:51]([CH2:52][S:53]([C:55]2[CH:61]=[CH:60][C:58]([NH2:59])=[CH:57][CH:56]=2)=[O:54])=[CH:50][N:49]=[CH:48]1)[CH2:45][CH3:46]>O1CCCC1.O.C(N(CC)CC)C>[CH2:1]([O:5][CH2:6][CH2:7][O:8][C:9]1[CH:10]=[CH:11][C:12]([C:15]2[CH:16]=[CH:17][C:18]3[N:26]([CH2:27][CH:28]([CH3:29])[CH3:30])[CH2:25][CH2:24][CH2:23][CH2:22][C:21]([C:31]([NH:59][C:58]4[CH:60]=[CH:61][C:55]([S:53]([CH2:52][C:51]5[N:47]([CH2:44][CH2:45][CH3:46])[CH:48]=[N:49][CH:50]=5)=[O:54])=[CH:56][CH:57]=4)=[O:32])=[CH:20][C:19]=3[CH:34]=2)=[CH:13][CH:14]=1)[CH2:2][CH2:3][CH3:4]. The reactants are C (carbon black), BrC1=C(NC2=CN=CC=C21)C(=O)OCC (ethyl 3-bromo-1H-pyrrolo[2,3-c]pyridine-2-carboxylate), Cl.NC1=CC=C(C=C1)B(O)O (4-aminophenylboronic acid hydrochloride), [F-].[K+] (potassium fluoride). The reagents and catalysts are C=1C=CC(=CC1)[P](C=2C=CC=CC2)(C=3C=CC=CC3)[Pd]([P](C=4C=CC=CC4)(C=5C=CC=CC5)C=6C=CC=CC6)([P](C=7C=CC=CC7)(C=8C=CC=CC8)C=9C=CC=CC9)[P](C=1C=CC=CC1)(C=1C=CC=CC1)C=1C=CC=CC1 (tetrakis(triphenylphosphine)palladium(0)). The solvent is C(C)N(CC)CC (triethylamine), O1CCOCC1 (dioxane), O (water). Conditions: time 15 minute. Yields the product NC1=CC=C(C=C1)C1=C(NC2=CN=CC=C21)C(=O)OCC (ethyl 3-(4-aminophenyl)-1H-pyrrolo[2,3-c]pyridine-2-carboxylate). The yield is 57.4%. RXN SMILES: Br[C:2]1[C:10]2[C:5](=[CH:6][N:7]=[CH:8][CH:9]=2)[NH:4][C:3]=1[C:11]([O:13][CH2:14][CH3:15])=[O:12].Cl.[NH2:17][C:18]1[CH:23]=[CH:22][C:21](B(O)O)=[CH:20][CH:19]=1.[F-].[K+].C>O1CCOCC1.O.C1C=CC([P]([Pd]([P](C2C=CC=CC=2)(C2C=CC=CC=2)C2C=CC=CC=2)([P](C2C=CC=CC=2)(C2C=CC=CC=2)C2C=CC=CC=2)[P](C2C=CC=CC=2)(C2C=CC=CC=2)C2C=CC=CC=2)(C2C=CC=CC=2)C2C=CC=CC=2)=CC=1.C(N(CC)CC)C>[NH2:17][C:18]1[CH:23]=[CH:22][C:21]([C:2]2[C:10]3[C:5](=[CH:6][N:7]=[CH:8][CH:9]=3)[NH:4][C:3]=2[C:11]([O:13][CH2:14][CH3:15])=[O:12])=[CH:20][CH:19]=1 |f:1.2,3.4,^1:40,42,61,80|. Procedure: To a solution of 1 g of ethyl 3-bromo-1H-pyrrolo[2,3-c]pyridine-2-carboxylate in 100 mL of dioxane are added 773 mg of 4-aminophenylboronic acid hydrochloride and 1.1 g of potassium fluoride in 9 mL of water. The reaction mixture is stirred under an argon atmosphere for 15 minutes. 425 mg of tetrakis(triphenylphosphine)palladium(0) and 630 μL of triethylamine are added. The reaction mixture is stirred for 17 hours at reflux. After treating with carbon black and then filtering through Celite®, th... The reactants are Cl (hydrochloric acid), C(C)C1=C(OCCCOC2=C(C=CC=C2)/C=C/C(=O)O)C=C(C(=C1)C1=CC=C(C=C1)F)OC(C)=O (3-(2-(3-(2-Ethyl-4-(4-fluorophenyl)-5-acetoxyphenoxy)propoxy)phenyl)-E-propenoic acid), C([O-])([O-])=O.[K+].[K+] (potassium carbonate), C([O-])([O-])=O.[K+].[K+] (potassium carbonate). The solvent is CO (methanol). Reaction conditions: time 8 hour. Yields the product C(C)C1=C(OCCCOC2=C(C=CC=C2)/C=C/C(=O)O)C=C(C(=C1)C1=CC=C(C=C1)F)O (3-(2-(3-(2-Ethyl-4-(4-fluorophenyl)-5-hydroxyphenoxy)propoxy)phenyl)-E-propenoic acid). Yield: 72.2%. As a reaction SMILES: [CH2:1]([C:3]1[CH:24]=[C:23]([C:25]2[CH:30]=[CH:29][C:28]([F:31])=[CH:27][CH:26]=2)[C:22]([O:32]C(=O)C)=[CH:21][C:4]=1[O:5][CH2:6][CH2:7][CH2:8][O:9][C:10]1[CH:15]=[CH:14][CH:13]=[CH:12][C:11]=1/[CH:16]=[CH:17]/[C:18]([OH:20])=[O:19])[CH3:2].C(=O)([O-])[O-].[K+].[K+].Cl>CO>[CH2:1]([C:3]1[CH:24]=[C:23]([C:25]2[CH:26]=[CH:27][C:28]([F:31])=[CH:29][CH:30]=2)[C:22]([OH:32])=[CH:21][C:4]=1[O:5][CH2:6][CH2:7][CH2:8][O:9][C:10]1[CH:15]=[CH:14][CH:13]=[CH:12][C:11]=1/[CH:16]=[CH:17]/[C:18]([OH:20])=[O:19])[CH3:2] |f:1.2.3|. Procedure: 3-(2-(3-(2-Ethyl-4-(4-fluorophenyl)-5-acetoxyphenoxy)propoxy)phenyl)-E-propenoic acid (90 mg, 0.2 mmol) was dissolved in methanol (10 mL). 0.1M Aqueous potassium carbonate solution was added and the solution stirred under nitrogen overnight. The thin-layer chromatogram showed a single spot of the same Rf as the starting material so additional 1.0M potassium carbonate solution was added and the solution stirred for a further 4 hours. The reaction mixture was poured into 1M hydrochloric acid (50 m... Reactants: CO, OCC1CO1, NCC(F)(F)F. Product: OCC(O)CNCC(F)(F)F. RXN SMILES: [CH3:12][OH:13].[CH:7]1([CH2:8][OH:9])[CH2:10][O:11]1.[F:1][C:2]([CH2:3][NH2:4])([F:5])[F:6]>>[F:1][C:2]([CH2:3][NH:4][CH2:10][CH:7]([CH2:8][OH:9])[OH:11])([F:5])[F:6].